The task is: describe an organic reaction: reactants, conditions, products, and yield. This data is from the Open Reaction Database (ORD), a public repository of structured organic reaction records. Yields the product C(C=C)(=O)O.C(C=C)(=O)OCCO (acrylic acid 2-hydroxyethyl acrylate). Run in O (water), O (water), O (water), O (water), O (water), O (water), O (water). Reaction conditions: temperature 70 celsius. Procedure details: An aqueous solution polymer of 70/30 glacial acrylic acid/2-hydroxyethyl acrylate (HEA/AA) was prepared by charging 481.4 g water, 5.6 g 50% hydrogen peroxide, and 0.097 g DISSOLVINE 4.5% H—Fe (Akzo Nobel Chem. Inc., Lima, Ohio) to a reaction vessel. A monomer feed of 363.6 g glacial acrylic acid, 155.8 g 2-hydroxyethyl acrylate, and 2.11 g 2-mercaptoethanol was then fed into the reaction vessel. Additional mixtures of 58.7 g water and 5.36 g 50% hydrogen peroxide, and a mixture of 60 g water an... The reactants are OO (hydrogen peroxide), C(C=C)(=O)OCCO (2-hydroxyethyl acrylate), SCCO (2-mercaptoethanol), C(C)(C)(C)OO (tertbutylhydrogen peroxide), C([C@H]([C@@H]1C(=C(C(=O)O1)O)O)O)O (erythorbic acid), OO (hydrogen peroxide), C([C@H]([C@@H]1C(=C(C(=O)O1)O)O)O)O (erythorbic acid), H—Fe, C(C=C)(=O)O (acrylic acid), C(C)(C)(C)OO (tertbutylhydrogen peroxide), C([C@H]([C@@H]1C(=C(C(=O)O1)O)O)O)O (erythorbic acid). RXN SMILES: OO.[C:3]([OH:7])(=[O:6])[CH:4]=[CH2:5].[C:8]([O:12][CH2:13][CH2:14][OH:15])(=[O:11])[CH:9]=[CH2:10].SCCO.C(O)[C@@H](O)[C@H]1OC(=O)C(O)=C1O.C(OO)(C)(C)C>O>[C:3]([OH:7])(=[O:6])[CH:4]=[CH2:5].[C:8]([O:12][CH2:13][CH2:14][OH:15])(=[O:11])[CH:9]=[CH2:10] |f:7.8|. The reactants are CC1=C(C=CC(=C1)[N+](=O)[O-])N=C1SC[C@@H](N1)C(C)C ((4S)-2-(2-methyl-4-nitrophenylimino)-4-isopropyl-1,3-thiazolidine), C1(CCCC1)Br (cyclopentyl bromide). Product: CC1=C(C=CC(=C1)[N+](=O)[O-])N=C1SC[C@@H](N1C1CCCC1)C(C)C ((4S)-2-(2-methyl-4-nitrophenylimino)-4-isopropyl-3-cyclopentyl-1,3-thiazolidine). Reaction SMILES: [CH3:1][C:2]1[CH:7]=[C:6]([N+:8]([O-:10])=[O:9])[CH:5]=[CH:4][C:3]=1[N:11]=[C:12]1[NH:16][C@@H:15]([CH:17]([CH3:19])[CH3:18])[CH2:14][S:13]1.[CH:20]1(Br)[CH2:24][CH2:23][CH2:22][CH2:21]1>>[CH3:1][C:2]1[CH:7]=[C:6]([N+:8]([O-:10])=[O:9])[CH:5]=[CH:4][C:3]=1[N:11]=[C:12]1[N:16]([CH:20]2[CH2:24][CH2:23][CH2:22][CH2:21]2)[C@@H:15]([CH:17]([CH3:19])[CH3:18])[CH2:14][S:13]1. Reported procedure: (1S)-1-Isopropyl-2-hydroxyethylamine was reacted with SOCl2 followed by 2-methyl-4-nitrophenyl isothiocyanate according to Method C2a to give (4S)-2-(2-methyl-4-nitrophenylimino)-4-isopropyl-1,3-thiazolidine. The thiazolidine was reacted with cyclopentyl bromide according to Method D2a to afford (4S)-2-(2-methyl-4-nitrophenylimino)-4-isopropyl-3-cyclopentyl-1,3-thiazolidine. The reactants are O1CCOC2=C1C=CC(=C2)CC=2C=C(C=CC2CC)[C@@H]2O[C@@H]([C@H]([C@@H]([C@H]2O)O)O)CO ((2S,3R,4R,5S,6R)-2-[3-(2,3-dihydro-benzo[1,4]dioxin-6-ylmethyl)-4-ethyl-phenyl]-6-hydroxymethyl-tetrahydro-pyran-3,4,5-triol), O1CCOC2=C1C=CC(=C2)CC=2C=C(C=CC2CC)[C@@H]2O[C@@H]([C@H]([C@@H]([C@H]2O)O)O)CO ((2S,3R,4R,5S,6R)-2-[3-(2,3-dihydro-benzo[1,4]dioxin-6-ylmethyl)-4-ethyl-phenyl]-6-hydroxymethyl-tetrahydro-pyran-3,4,5-triol), C(C)OP(=O)(OCC)Cl (diethylchlorophosphate). Run in N1=CC=CC=C1 (pyridine). Conditions: time 1 hour. Product: C(C)OP(OC[C@H]1O[C@H]([C@@H]([C@H]([C@@H]1O)O)O)C1=CC(=C(C=C1)CC)CC1=CC2=C(OCCO2)C=C1)(OCC)=O (phosphoric acid (2R,3S,4R,5R,6S)-6-[3-(2,3-dihydro-benzo[1,4]dioxin-6-ylmethyl)-4-ethyl-phenyl]-3,4,5-trihydroxy-tetrahydro-pyran-2-ylmethyl ester diethyl ester). Yield: 33.2%. As a reaction SMILES: [O:1]1[C:6]2[CH:7]=[CH:8][C:9]([CH2:11][C:12]3[CH:13]=[C:14]([C@H:20]4[C@H:25]([OH:26])[C@@H:24]([OH:27])[C@H:23]([OH:28])[C@@H:22]([CH2:29][OH:30])[O:21]4)[CH:15]=[CH:16][C:17]=3[CH2:18][CH3:19])=[CH:10][C:5]=2[O:4][CH2:3][CH2:2]1.[CH2:31]([O:33][P:34](Cl)([O:36][CH2:37][CH3:38])=[O:35])[CH3:32]>N1C=CC=CC=1>[CH2:31]([O:33][P:34](=[O:35])([O:36][CH2:37][CH3:38])[O:30][CH2:29][C@@H:22]1[C@@H:23]([OH:28])[C@H:24]([OH:27])[C@@H:25]([OH:26])[C@H:20]([C:14]2[CH:15]=[CH:16][C:17]([CH2:18][CH3:19])=[C:12]([CH2:11][C:9]3[CH:8]=[CH:7][C:6]4[O:1][CH2:2][CH2:3][O:4][C:5]=4[CH:10]=3)[CH:13]=2)[O:21]1)[CH3:32]. Reported procedure: To a stirred solution of (2S,3R,4R,5S,6R)-2-[3-(2,3-dihydro-benzo[1,4]dioxin-6-ylmethyl)-4-ethyl-phenyl]-6-hydroxymethyl-tetrahydro-pyran-3,4,5-triol (Intermediate 2, 500 mg, 1.2 mmol) in pyridine (5 ml) was added diethylchlorophosphate (0.27 ml, 1.9 mmol) at −40° C. After stirring for 1 h at same temperature, reaction was quenched with the addition of 1N HCl and extracted with ethyl acetate (2×10 ml). Combined organic layers were washed with brine (10 ml), dried over sodium sulfate, concentrate... The reactants are C(CCCCCCC)C=1N(C2=C(C=NC=3C=CC=CC23)N1)CCO (2-(2-octyl-1H-imidazo[4,5-c]quinolin-1-yl)ethanol), C(C#C)Br (propargyl bromide). The product is C(CCCCCCC)C=1N(C2=C(C=NC=3C=CC=CC23)N1)CCOCC#C (2-octyl-1-[2-(prop-2-ynyloxy)ethyl]-1H-imidazo[4,5-c]quinoline). Isolated yield 90.3%. RXN SMILES: [CH2:1]([C:9]1[N:10]([CH2:22][CH2:23][OH:24])[C:11]2[C:20]3[CH:19]=[CH:18][CH:17]=[CH:16][C:15]=3[N:14]=[CH:13][C:12]=2[N:21]=1)[CH2:2][CH2:3][CH2:4][CH2:5][CH2:6][CH2:7][CH3:8].[CH2:25](Br)[C:26]#[CH:27]>>[CH2:1]([C:9]1[N:10]([CH2:22][CH2:23][O:24][CH2:27][C:26]#[CH:25])[C:11]2[C:20]3[CH:19]=[CH:18][CH:17]=[CH:16][C:15]=3[N:14]=[CH:13][C:12]=2[N:21]=1)[CH2:2][CH2:3][CH2:4][CH2:5][CH2:6][CH2:7][CH3:8]. Procedure: Using the general method of Example 1 Part A, 2-(2-octyl-1H-imidazo[4,5-c]quinolin-1-yl)ethanol (4.8 g, 14.75 mmol) was reacted with propargyl bromide (80% in toluene, 4.93 mL, 44.25 mmol) to provide 4.84 g of 2-octyl-1-[2-(prop-2-ynyloxy)ethyl]-1H-imidazo[4,5-c]quinoline as a brown solid. The reactants are CCOC(=O)CCCCC(=O)c1cc(C(C)C)c(O)c(C(C)C)c1, CCO, CC(S)S, ClCCl, O. The product is CCOC(=O)CCCCCc1cc(C(C)C)c(O)c(C(C)C)c1. As a reaction SMILES: [CH2:1]([CH3:2])[O:3][C:4]([CH2:5][CH2:6][CH2:7][CH2:8][C:9](=[O:10])[c:11]1[cH:12][c:13]([CH:21]([CH3:22])[CH3:23])[c:14]([OH:20])[c:15]([CH:17]([CH3:18])[CH3:19])[cH:16]1)=[O:24].[CH3:29][CH2:30][OH:31].[CH:25]([SH:26])([SH:27])[CH3:28].[Cl:32][CH2:33][Cl:34].[OH2:35]>>[CH2:1]([CH3:2])[O:3][C:4]([CH2:5][CH2:6][CH2:7][CH2:8][CH2:9][c:11]1[cH:12][c:13]([CH:21]([CH3:22])[CH3:23])[c:14]([OH:20])[c:15]([CH:17]([CH3:18])[CH3:19])[cH:16]1)=[O:24]. Starting materials: BrC=1C=CC=2N(C1)C=C(N2)C(F)(F)F (6-bromo-2-(trifluoromethyl)imidazo[1,2-a]pyridine), C[S-].[Na+] (sodium thiomethoxide), resultant mixture. The solvent is CC(=O)N(C)C (dimethylacetamide). Conditions: temperature 150 celsius. Yields the product FC(C=1N=C2N(C=C(C=C2)S)C1)(F)F (2-(trifluoromethyl)imidazo[1,2-a]pyridine-6-thiol). Isolated yield 60.9%. As a reaction SMILES: Br[C:2]1[CH:3]=[CH:4][C:5]2[N:6]([CH:8]=[C:9]([C:11]([F:14])([F:13])[F:12])[N:10]=2)[CH:7]=1.C[S-:16].[Na+]>CC(N(C)C)=O>[F:12][C:11]([F:14])([F:13])[C:9]1[N:10]=[C:5]2[CH:4]=[CH:3][C:2]([SH:16])=[CH:7][N:6]2[CH:8]=1 |f:1.2|. Reported procedure: A mixture of 6-bromo-2-(trifluoromethyl)imidazo[1,2-a]pyridine (500 mg, 1.89 mmol) (for the synthesis, see WO2005111047) and sodium thiomethoxide (400 mg, 5.67 mmol) in dimethylacetamide (5 ml) was heated to 150° C. for 90 minutes under a nitrogen atmosphere. The resultant mixture was cooled down to room temperature and partitioned between ethyl acetate and an aqueous solution of ammonium chloride. The aqueous phase was extracted with more ethyl acetate and the combined organic layers were washe... Product: C(C)(C)(C)OC(C(C)(C)OC1=CC=C(C=C1)CC(NC=1C(=NC(=NC1)C1=CC=C(C=C1)C(F)(F)F)C1CC1)=O)=O (2-(4-{[4-cyclopropyl-2-(4-trifluoromethyl-phenyl)-pyrimidin-5-ylcarbamoyl]-methyl}-phenoxy)-2-methyl-propionic acid tert-butyl ester). Reactants: 124C, 125C, C(C)(C)(C)OC(C(C)(C)OC1=CC=C(C=C1)CC(=O)O)=O (4-carboxymethyl-phenoxy-2-methyl-propionic acid tert-butyl ester), C1(CC1)C1=NC(=NC=C1N)C1=CC=C(C=C1)C(F)(F)F (4-cyclopropyl-2-(4-trifluoromethyl-phenyl)-pyrimidin-5-ylamine), FC(C1=NC(=NC=C1C(=O)O)C1=CC=C(C=C1)C(F)(F)F)(F)F (4-trifluoromethyl-2-(4-trifluoromethyl-phenyl)-pyrimidine-5-carboxylic acid). Reported procedure: In analogy to the procedures described in example 26B] and 124C], 4-cyclopropyl-2-(4-trifluoromethyl-phenyl)-pyrimidin-5-ylamine (prepared from 4-trifluoromethyl-2-(4-trifluoromethyl-phenyl)-pyrimidine-5-carboxylic acid, see example 133], in analogy to the procedures described in examples 125B] and 125C]) was reacted with 2-(4-carboxymethyl-phenoxy-2-methyl-propionic acid tert-butyl ester (example 124A]) to give 2-(4-{[4-cyclopropyl-2-(4-trifluoromethyl-phenyl)-pyrimidin-5-ylcarbamoyl]-methyl}-p... As a reaction SMILES: [CH:1]1([C:4]2[C:9]([NH2:10])=[CH:8][N:7]=[C:6]([C:11]3[CH:16]=[CH:15][C:14]([C:17]([F:20])([F:19])[F:18])=[CH:13][CH:12]=3)[N:5]=2)[CH2:3][CH2:2]1.FC(F)(F)C1C(C(O)=O)=CN=C(C2C=CC(C(F)(F)F)=CC=2)N=1.[C:44]([O:48][C:49](=[O:64])[C:50]([O:53][C:54]1[CH:59]=[CH:58][C:57]([CH2:60][C:61](O)=[O:62])=[CH:56][CH:55]=1)([CH3:52])[CH3:51])([CH3:47])([CH3:46])[CH3:45]>>[C:44]([O:48][C:49](=[O:64])[C:50]([O:53][C:54]1[CH:59]=[CH:58][C:57]([CH2:60][C:61](=[O:62])[NH:10][C:9]2[C:4]([CH:1]3[CH2:2][CH2:3]3)=[N:5][C:6]([C:11]3[CH:16]=[CH:15][C:14]([C:17]([F:19])([F:20])[F:18])=[CH:13][CH:12]=3)=[N:7][CH:8]=2)=[CH:56][CH:55]=1)([CH3:52])[CH3:51])([CH3:46])([CH3:45])[CH3:47]. Reactants: CC(C)=O, [Mn], CC(O)c1c(SCc2ccccc2)ncn1C. Yields the product CC(=O)c1c(SCc2ccccc2)ncn1C. RXN SMILES: [CH3:18][C:19](=[O:20])[CH3:21].[Mn:22].[OH:1][CH:2]([CH3:3])[c:4]1[c:5]([S:10][CH2:11][c:12]2[cH:13][cH:14][cH:15][cH:16][cH:17]2)[n:6][cH:7][n:8]1[CH3:9]>>[O:1]=[C:2]([CH3:3])[c:4]1[c:5]([S:10][CH2:11][c:12]2[cH:13][cH:14][cH:15][cH:16][cH:17]2)[n:6][cH:7][n:8]1[CH3:9]. Reactants: C(C)C1=C(C=CC(=C1)C(CC)=O)NS(=O)(=O)C (N-(2-ethyl-4-propionylphenyl)methanesulfonamide), CC(C)(C)[S@@](=O)N ((R)-(+)-2-methyl-2-propanesulfinamide), [BH4-].[Na+] (sodium borohydride). Product: N[C@H](CC)C1=CC(=C(C=C1)NS(=O)(=O)C)CC (N-{4-[(1R)-1-aminopropyl]-2-ethylphenyl}methanesulfonamide). Run in O1CCCC1 (tetrahydrofuran), [O-]CC.[Ti+4].[O-]CC.[O-]CC.[O-]CC (titanium (IV) ethoxide), O1CCCC1 (tetrahydrofuran). Run at temperature 80 celsius, time 16 hour. As a reaction SMILES: [CH2:1]([C:3]1[CH:8]=[C:7]([C:9](=O)[CH2:10][CH3:11])[CH:6]=[CH:5][C:4]=1[NH:13][S:14]([CH3:17])(=[O:16])=[O:15])[CH3:2].CC([S@]([NH2:24])=O)(C)C.[BH4-].[Na+]>O1CCCC1.[O-]CC.[Ti+4].[O-]CC.[O-]CC.[O-]CC>[NH2:24][C@@H:9]([C:7]1[CH:6]=[CH:5][C:4]([NH:13][S:14]([CH3:17])(=[O:16])=[O:15])=[C:3]([CH2:1][CH3:2])[CH:8]=1)[CH2:10][CH3:11] |f:2.3,5.6.7.8.9|. Procedure details: To a stirred solution of N-(2-ethyl-4-propionylphenyl)methanesulfonamide (7.8 mmol) in tetrahydrofuran (15 ml) and titanium (IV) ethoxide (15 ml), (R)-(+)-2-methyl-2-propanesulfinamide (7.8 mmol) was added. The mixture was stirred at 80° C. for 16 hours. Upon completion, as determined by LC-MS, the mixture was cooled to room temperature and then to 0° C. before it was added dropwise into a 0° C. solution of sodium borohydride (1.18 g, 31 mmol) in tetrahydrofuran (15 ml). The mixture was stirred ... The reactants are Br, CCOC(C)=O, CC(=O)O, [Cu]Br, O=N[O-], CCOC(=O)c1ccc(Cl)c(N)c1C, [Na+], O, O=S(=O)(O)O. Yields the product CCOC(=O)c1ccc(Cl)c(Br)c1C. RXN SMILES: [BrH:25].[CH3:19][CH2:20][O:21][C:22](=[O:23])[CH3:24].[CH3:31][C:32](=[O:33])[OH:34].[Cu:36][Br:37].[N:1]([O-:2])=[O:3].[NH2:5][c:6]1[c:7]([CH3:18])[c:8]([C:9](=[O:10])[O:11][CH2:12][CH3:13])[cH:14][cH:15][c:16]1[Cl:17].[Na+:4].[OH2:35].[S:26](=[O:27])(=[O:28])([OH:29])[OH:30]>>[c:6]1([Br:25])[c:7]([CH3:18])[c:8]([C:9](=[O:10])[O:11][CH2:12][CH3:13])[cH:14][cH:15][c:16]1[Cl:17].